The task is: describe an organic reaction: reactants, conditions, products, and yield. This data is from the Open Reaction Database (ORD), a public repository of structured organic reaction records. Reaction conditions: temperature 80 celsius, time 18 hour. Starting materials: CCOC(=O)C (EtOAc), Cl.ClCC1=NC2=CC=CC=C2C(=N1)N(C)C1=CC=C(C=C1)OC ((2-chloromethyl-quinazolin-4-yl)-(4-methoxy-phenyl)-methyl-amine hydrochloride), C(=O)([O-])[O-].[Cs+].[Cs+] (Cs2CO3), NCCCO (3-amino-propan-1-ol). Product: COC1=CC=C(C=C1)N(C1=NC(=NC2=CC=CC=C12)CNCCCO)C (3-({4-[(4-Methoxy-phenyl)-methyl-amino]-quinazolin-2-ylmethyl}-amino)-propan-1-ol). Solvent: CN(C)C=O (DMF). As a reaction SMILES: Cl.Cl[CH2:3][C:4]1[N:13]=[C:12]([N:14]([C:16]2[CH:21]=[CH:20][C:19]([O:22][CH3:23])=[CH:18][CH:17]=2)[CH3:15])[C:11]2[C:6](=[CH:7][CH:8]=[CH:9][CH:10]=2)[N:5]=1.C([O-])([O-])=O.[Cs+].[Cs+].[NH2:30][CH2:31][CH2:32][CH2:33][OH:34].CCOC(C)=O>CN(C=O)C>[CH3:23][O:22][C:19]1[CH:20]=[CH:21][C:16]([N:14]([CH3:15])[C:12]2[C:11]3[C:6](=[CH:7][CH:8]=[CH:9][CH:10]=3)[N:5]=[C:4]([CH2:3][NH:30][CH2:31][CH2:32][CH2:33][OH:34])[N:13]=2)=[CH:17][CH:18]=1 |f:0.1,2.3.4|. Reported procedure: A mixture of (2-chloromethyl-quinazolin-4-yl)-(4-methoxy-phenyl)-methyl-amine hydrochloride (100 mg, 0.286 mmol), Cs2CO3 (201 mg, 0.617 mmol) and 3-amino-propan-1-ol (44 μL, 0.58 mmol) in DMF (1 mL) was heated at 80° C. After 18 h, EtOAc (12 mL) was added and this was washed with water (2×2 mL) and satd NaCl (2×2 mL). The soln was dried (MgSO4), filtered through a plug of silica with a wash of 100:10:1 chloroform:methanol:concd NH4OH then purified by preparative TLC (SiO2/200:10:1 chloroform:2-p... The reactants are Clc1ccc(-c2ccc(OCCCN3CCCCC3)cc2)nn1, [H-], [Na+], CN(C)C=O, OCc1ccccc1. Product: c1ccc(COc2ccc(-c3ccc(OCCCN4CCCCC4)cc3)nn2)cc1. Reaction SMILES: [Cl:11][c:12]1[n:13][n:14][c:15](-[c:18]2[cH:19][cH:20][c:21]([O:24][CH2:25][CH2:26][CH2:27][N:28]3[CH2:29][CH2:30][CH2:31][CH2:32][CH2:33]3)[cH:22][cH:23]2)[cH:16][cH:17]1.[H-:1].[Na+:2].[O:34]=[CH:35][N:36]([CH3:37])[CH3:38].[OH:3][CH2:4][c:5]1[cH:6][cH:7][cH:8][cH:9][cH:10]1>>[O:3]([CH2:4][c:5]1[cH:6][cH:7][cH:8][cH:9][cH:10]1)[c:12]1[n:13][n:14][c:15](-[c:18]2[cH:19][cH:20][c:21]([O:24][CH2:25][CH2:26][CH2:27][N:28]3[CH2:29][CH2:30][CH2:31][CH2:32][CH2:33]3)[cH:22][cH:23]2)[cH:16][cH:17]1. Starting materials: OC=1C=C(C=O)C=CC1 (3-hydroxybenzaldehyde), FCCI (1-fluoro-2-iodoethane), C(=O)([O-])[O-].[K+].[K+] (K2CO3). Run in CN(C)C=O (DMF). Reaction conditions: temperature 70 celsius. Yields the product FCCOC=1C=C(C=O)C=CC1 (3-(2-fluoroethoxy)benzaldehyde). As a reaction SMILES: [OH:1][C:2]1[CH:3]=[C:4]([CH:7]=[CH:8][CH:9]=1)[CH:5]=[O:6].[F:10][CH2:11][CH2:12]I.C([O-])([O-])=O.[K+].[K+]>CN(C=O)C>[F:10][CH2:11][CH2:12][O:1][C:2]1[CH:3]=[C:4]([CH:7]=[CH:8][CH:9]=1)[CH:5]=[O:6] |f:2.3.4|. Reported procedure: A mixture of commercially available 3-hydroxybenzaldehyde (2.000 g; 16.40 mmol), 1-fluoro-2-iodoethane (3.849 g; 22.10 mmol), and K2CO3 (4.527 g; 32.80 mmol) in anh. DMF (30 ml) was heated to 70° C., under nitrogen, for 3 h. After cooling to rt, the reaction mixture was filtered over a pad of celite. Et2O was added and the organic layer was washed with water, dried over anh. MgSO4, filtered, and concentrated to dryness under reduced pressure affording 3-(2-fluoroethoxy)benzaldehyde as a green oi... Reactants: solution, C(C)[Mg]Br (ethylmagnesium bromide), CC(C)(C)C1=NC(=NC(=C1O)C(C)(C)C)C(=O)N(C)OC (4,6-bis(1,1-dimethylethyl)-5-hydroxy-N-methoxy-N-methyl-2-pyrimidinecarboxamide). Run in C(C)OCC (diethyl ether), O1CCCC1 (tetrahydrofuran). Reaction conditions: time 2 hour. Yields the product CC(C)(C)C1=NC(=NC(=C1O)C(C)(C)C)C(CC)=O (1-[4,6-Bis(1,1-dimethylethyl)-5-hydroxy-2-pyrimidinyl]-1-propanone). As a reaction SMILES: [CH3:1][C:2]([C:5]1[C:10]([OH:11])=[C:9]([C:12]([CH3:15])([CH3:14])[CH3:13])[N:8]=[C:7]([C:16](N(OC)C)=[O:17])[N:6]=1)([CH3:4])[CH3:3].[CH2:22]([Mg]Br)[CH3:23]>O1CCCC1.C(OCC)C>[CH3:13][C:12]([C:9]1[C:10]([OH:11])=[C:5]([C:2]([CH3:1])([CH3:3])[CH3:4])[N:6]=[C:7]([C:16](=[O:17])[CH2:22][CH3:23])[N:8]=1)([CH3:14])[CH3:15]. Procedure details: A solution of 8.4 g (28 mmol) of 4,6-bis(1,1-dimethylethyl)-5-hydroxy-N-methoxy-N-methyl-2-pyrimidinecarboxamide in 150 mL of tetrahydrofuran was cooled in ice and treated dropwise with 40 mL (120 mmol) of a 3.0 M solution of ethylmagnesium bromide in diethyl ether. The mixture was stirred in ice for 2 hours, then at room temperature for an additional 16 hours. The reaction mixture was again cooled in ice, and excess Grignard reagent was destroyed by dropwise addition of 50 mL of saturated aqueo... Starting materials: Cc1cc(Nc2nn(-c3ccc(Cl)cc3)c(=O)c3ccccc23)n(C(C)(C)C)n1, CC(C)(C)P(c1ccccc1-c1ccccc1)C(C)(C)C, C1CCNCC1, CC(C)(C)[O-], O=C(C=Cc1ccccc1)C=Cc1ccccc1, O=C(C=Cc1ccccc1)C=Cc1ccccc1, O=C(C=Cc1ccccc1)C=Cc1ccccc1, [Na+], [Pd], [Pd]. Product: Cc1cc(Nc2nn(-c3ccc(N4CCCCC4)cc3)c(=O)c3ccccc23)n(C(C)(C)C)n1. RXN SMILES: [C:1]([CH3:2])([CH3:3])([CH3:4])[n:5]1[n:6][c:7]([CH3:29])[cH:8][c:9]1[NH:10][c:11]1[n:12][n:13](-[c:22]2[cH:23][cH:24][c:25]([Cl:28])[cH:26][cH:27]2)[c:14](=[O:21])[c:15]2[cH:16][cH:17][cH:18][cH:19][c:20]12.[C:42]([P:43]([C:44]([CH3:45])([CH3:46])[CH3:47])[c:48]1[cH:49][cH:50][cH:51][cH:52][c:53]1-[c:54]1[cH:55][cH:56][cH:57][cH:58][cH:59]1)([CH3:60])([CH3:61])[CH3:62].[CH2:30]1[CH2:31][CH2:32][NH:33][CH2:34][CH2:35]1.[CH3:36][C:37]([CH3:38])([O-:39])[CH3:40].[CH:101](=[CH:102][C:103]([CH:104]=[CH:105][c:106]1[cH:107][cH:108][cH:109][cH:110][cH:111]1)=[O:112])[c:113]1[cH:114][cH:115][cH:116][cH:117][cH:118]1.[CH:65](=[CH:66][C:67]([CH:68]=[CH:69][c:70]1[cH:71][cH:72][cH:73][cH:74][cH:75]1)=[O:76])[c:77]1[cH:78][cH:79][cH:80][cH:81][cH:82]1.[CH:83](=[CH:84][C:85]([CH:86]=[CH:87][c:88]1[cH:89][cH:90][cH:91][cH:92][cH:93]1)=[O:94])[c:95]1[cH:96][cH:97][cH:98][cH:99][cH:100]1.[Na+:41].[Pd:63].[Pd:64]>>[C:1]([CH3:2])([CH3:3])([CH3:4])[n:5]1[n:6][c:7]([CH3:29])[cH:8][c:9]1[NH:10][c:11]1[n:12][n:13](-[c:22]2[cH:23][cH:24][c:25]([N:33]3[CH2:32][CH2:31][CH2:30][CH2:35][CH2:34]3)[cH:26][cH:27]2)[c:14](=[O:21])[c:15]2[cH:16][cH:17][cH:18][cH:19][c:20]12.